describe an organic reaction: reactants, conditions, products, and yield From a dataset of the Open Reaction Database (ORD), a public repository of structured organic reaction records. The reactants are C(C1=CC=CC=C1)OC1=C(C(=O)N(CC#C)CC#C)C=C(C(=C1)OCC1=CC=CC=C1)C(=C)C (2,4-bis-benzyloxy-5-isopropenyl-N,N-di-prop-2-ynyl-benzamide), C(CC#C)O (3-butyn-1-ol), RhCl(PPh3)3, CCCCCCC (heptane). Solvent: C(C)(=O)OCC (ethyl acetate). Reaction conditions: time 24 hour. The product is C(C1=CC=CC=C1)OC1=C(C=C(C(=C1)OCC1=CC=CC=C1)C(=C)C)C(=O)N1CC2=CC=C(C=C2C1)CCO (1—[2,4-bis(benzyloxy)-5-(prop-1-en-2-yl)phenyl][5-(2-hydroxyethyl)-1,3-dihydro-2H-isoindol-2-yl]methanone). Isolated yield 40.7%. Reaction SMILES: [CH2:1]([O:8][C:9]1[CH:23]=[C:22]([O:24][CH2:25][C:26]2[CH:31]=[CH:30][CH:29]=[CH:28][CH:27]=2)[C:21]([C:32]([CH3:34])=[CH2:33])=[CH:20][C:10]=1[C:11]([N:13]([CH2:17][C:18]#[CH:19])[CH2:14][C:15]#[CH:16])=[O:12])[C:2]1[CH:7]=[CH:6][CH:5]=[CH:4][CH:3]=1.[CH2:35]([OH:39])[CH2:36][C:37]#[CH:38].CCCCCCC>C(OCC)(=O)C>[CH2:1]([O:8][C:9]1[CH:23]=[C:22]([O:24][CH2:25][C:26]2[CH:27]=[CH:28][CH:29]=[CH:30][CH:31]=2)[C:21]([C:32]([CH3:34])=[CH2:33])=[CH:20][C:10]=1[C:11]([N:13]1[CH2:17][C:18]2[C:15](=[CH:16][CH:38]=[C:37]([CH2:36][CH2:35][OH:39])[CH:19]=2)[CH2:14]1)=[O:12])[C:2]1[CH:7]=[CH:6][CH:5]=[CH:4][CH:3]=1. Reported procedure: To a solution of 2,4-bis-benzyloxy-5-isopropenyl-N,N-di-prop-2-ynyl-benzamide (0.940 g, 2.1 mmol) in ethyl acetate (2 mL) was added 3-butyn-1-ol (0.30 mL, 4.0 mmol) and RhCl(PPh3)3 (0.162 g, 0.17 mmol). The mixture was stirred at room temperature for 24 hours, then loaded directly onto a silica gel column, eluting with 7:3 ethyl acetate:heptane to give the desired product (0.444 g, 38% yield). LC/MS: m/z 520.25 [M+H]+ Reaction SMILES: [CH2:1]([c:2]1[cH:3][cH:4][cH:5][cH:6][cH:7]1)[NH:8][C:9](=[O:10])[CH:11]1[O:12][c:13]2[cH:14][cH:15][cH:16][cH:17][c:18]2[CH:19]([O:21][Si:22]([CH3:23])([CH3:24])[C:25]([CH3:26])([CH3:27])[CH3:28])[CH2:20]1.[CH3:31][O:32][CH2:33][CH2:34][O:35][Al+:36][O:37][CH2:38][CH2:39][O:40][CH3:41].[CH3:45][c:46]1[cH:47][cH:48][cH:49][cH:50][cH:51]1.[H-:29].[H-:30].[Na+:42].[Na+:44].[OH-:43]>>[CH2:1]([c:2]1[cH:3][cH:4][cH:5][cH:6][cH:7]1)[NH:8][CH2:9][CH:11]1[O:12][c:13]2[cH:14][cH:15][cH:16][cH:17][c:18]2[CH:19]([O:21][Si:22]([CH3:23])([CH3:24])[C:25]([CH3:26])([CH3:27])[CH3:28])[CH2:20]1. Reactants: CC(C)(C)[Si](C)(C)OC1CC(C(=O)NCc2ccccc2)Oc2ccccc21, COCCO[Al+]OCCOC, Cc1ccccc1, [H-], [H-], [Na+], [Na+], [OH-]. Yields the product CC(C)(C)[Si](C)(C)OC1CC(CNCc2ccccc2)Oc2ccccc21. Starting materials: C(C1=CC=CC=C1)Br (Benzyl bromide), BrC1=C(C=CC(=C1)Cl)O (2-bromo-4-chlorophenol), C([O-])([O-])=O.[K+].[K+] (potassium carbonate). Run in CN(C)C=O (DMF). Conditions: time 72 hour. Yields the product BrC1=C(C=CC(=C1)Cl)OCC1=CC=CC=C1 (Benzyl 2-bromo-4-chlorophenyl ether). Reaction SMILES: [CH2:1](Br)[C:2]1[CH:7]=[CH:6][CH:5]=[CH:4][CH:3]=1.[Br:9][C:10]1[CH:15]=[C:14]([Cl:16])[CH:13]=[CH:12][C:11]=1[OH:17].C(=O)([O-])[O-].[K+].[K+]>CN(C=O)C>[Br:9][C:10]1[CH:15]=[C:14]([Cl:16])[CH:13]=[CH:12][C:11]=1[O:17][CH2:1][C:2]1[CH:7]=[CH:6][CH:5]=[CH:4][CH:3]=1 |f:2.3.4|. Procedure details: Benzyl bromide (13.1 ml) was added to a stirred mixture of 2-bromo-4-chlorophenol (20.7 g) and potassium carbonate (27.6 g) in DMF (200 ml). After 72 h, the mixture was partitioned between diethylether and water, the organic layer washed with water, dried and the solvent evaporated under reduced pressure. The residue was purified by chromatography (silica, EtOAc/isohexane as eluent). to give the sub-title compound (18.1 g). Starting materials: COc1c(C(C)(C)C)cc(C#C[Si](C)(C)C)cc1C(C)(C)C, O=C([O-])[O-], CO, CCCCCC, [K+], [K+]. Product: C#Cc1cc(C(C)(C)C)c(OC)c(C(C)(C)C)c1. RXN SMILES: [C:1]([CH3:2])([CH3:3])([CH3:4])[c:5]1[cH:6][c:7]([C:17]#[C:18][Si:19]([CH3:20])([CH3:21])[CH3:22])[cH:8][c:9]([C:13]([CH3:14])([CH3:15])[CH3:16])[c:10]1[O:11][CH3:12].[C:23](=[O:24])([O-:25])[O-:26].[CH3:29][OH:30].[CH3:31][CH2:32][CH2:33][CH2:34][CH2:35][CH3:36].[K+:27].[K+:28]>>[C:1]([CH3:2])([CH3:3])([CH3:4])[c:5]1[cH:6][c:7]([C:17]#[CH:18])[cH:8][c:9]([C:13]([CH3:14])([CH3:15])[CH3:16])[c:10]1[O:11][CH3:12].